This data is from the Open Reaction Database (ORD), a public repository of structured organic reaction records. The task is: describe an organic reaction: reactants, conditions, products, and yield Reactants: ClC1=CC(=NC2=CC=CC=C12)C(=O)N (4-chloroquinoline-2-carboxamide), Cl.Cl.Cl.COC(=O)C1=NC2=CC=CC=C2C(=C1)N1CCN(CC1)[C@H]1C[C@H](NC1)C(=O)N1CSCC1 (3-{(2S,4S)-4-[4-(2-methoxycarbonyl-4-quinolyl)-1-piperazinyl]-2-pyrrolidinylcarbonyl}-1,3-thiazolidine trihydrochloride), BrBr (Bromine). Solvent: O1CCCC1 (tetrahydrofuran), [OH-].[K+] (potassium hydroxide). Reaction conditions: time 30 minute. The product is NC1=NC2=CC=CC=C2C(=C1)Cl (2-amino-4-chloroquinoline). Reaction SMILES: BrBr.[Cl:3][C:4]1[C:13]2[C:8](=[CH:9][CH:10]=[CH:11][CH:12]=2)[N:7]=[C:6](C(N)=O)[CH:5]=1.Cl.Cl.Cl.COC(C1C=C(N2CCN([C@@H]3CN[C@H](C(N4CCSC4)=O)C3)CC2)C2C(=CC=CC=2)[N:25]=1)=O>[OH-].[K+].O1CCCC1>[NH2:25][C:6]1[CH:5]=[C:4]([Cl:3])[C:13]2[C:8](=[CH:9][CH:10]=[CH:11][CH:12]=2)[N:7]=1 |f:2.3.4.5,6.7|. Procedure details: Bromine (2.32 mL) was dissolved in 5% aqueous potassium hydroxide solution (190 mL), and a solution of 4-chloroquinoline-2-carboxamide [product of Example 262 (1), 9.80 g] in tetrahydrofuran (190 mL) was dropwise added thereto. The mixture was stirred at room temperature for 30 min, and the mixture was stirred at 80° C. for 1 hr with heating. The reaction mixture was filtrated and the filtrate was added to water. The mixture was extracted with chloroform, and the extract was washed with brine an... The reactants are COc1cc(Br)cc(C=O)c1OC, CCS(=O)(=O)N1CCC(c2c[nH]c3c(C(N)=O)cc(B4OC(C)(C)C(C)(C)O4)cc23)CC1, [Na+], [Na+], O=C([O-])[O-], C1COCCO1, O, c1ccc(P(c2ccccc2)(c2ccccc2)[Pd](P(c2ccccc2)(c2ccccc2)c2ccccc2)(P(c2ccccc2)(c2ccccc2)c2ccccc2)P(c2ccccc2)(c2ccccc2)c2ccccc2)cc1. Product: CCS(=O)(=O)N1CCC(c2c[nH]c3c(C(N)=O)cc(-c4cc(C=O)c(OC)c(OC)c4)cc23)CC1. RXN SMILES: [Br:39][c:40]1[cH:41][c:42]([O:50][CH3:51])[c:43]([O:48][CH3:49])[c:44]([CH:45]=[O:46])[cH:47]1.[CH2:1]([CH3:2])[S:3](=[O:4])(=[O:5])[N:6]1[CH2:7][CH2:8][CH:9]([c:12]2[cH:13][nH:14][c:15]3[c:16]([C:30](=[O:31])[NH2:32])[cH:17][c:18]([B:21]4[O:22][C:23]([CH3:24])([CH3:25])[C:26]([CH3:27])([CH3:28])[O:29]4)[cH:19][c:20]23)[CH2:10][CH2:11]1.[Na+:33].[Na+:34].[O-:35][C:36](=[O:37])[O-:38].[O:52]1[CH2:53][CH2:54][O:55][CH2:56][CH2:57]1.[OH2:58].[cH:59]1[cH:60][cH:61][c:62]([P:63]([Pd:64]([P:65]([c:66]2[cH:67][cH:68][cH:69][cH:70][cH:71]2)([c:72]2[cH:73][cH:74][cH:75][cH:76][cH:77]2)[c:78]2[cH:79][cH:80][cH:81][cH:82][cH:83]2)([P:84]([c:85]2[cH:86][cH:87][cH:88][cH:89][cH:90]2)([c:91]2[cH:92][cH:93][cH:94][cH:95][cH:96]2)[c:97]2[cH:98][cH:99][cH:100][cH:101][cH:102]2)[P:103]([c:104]2[cH:105][cH:106][cH:107][cH:108][cH:109]2)([c:110]2[cH:111][cH:112][cH:113][cH:114][cH:115]2)[c:116]2[cH:117][cH:118][cH:119][cH:120][cH:121]2)([c:122]2[cH:123][cH:124][cH:125][cH:126][cH:127]2)[c:128]2[cH:129][cH:130][cH:131][cH:132][cH:133]2)[cH:134][cH:135]1>>[CH2:1]([CH3:2])[S:3](=[O:4])(=[O:5])[N:6]1[CH2:7][CH2:8][CH:9]([c:12]2[cH:13][nH:14][c:15]3[c:16]([C:30](=[O:31])[NH2:32])[cH:17][c:18](-[c:40]4[cH:41][c:42]([O:50][CH3:51])[c:43]([O:48][CH3:49])[c:44]([CH:45]=[O:46])[cH:47]4)[cH:19][c:20]23)[CH2:10][CH2:11]1. Reactants: NC1=C(C=C(C=C1)C1=CC=C(C=C1)C(=O)[C@H]1[C@@H](CCC1)C(=O)OC)F (methyl (1R,2R)-2-[(4′-amino-3′-fluoro-1,1′-biphenyl-4-yl)carbonyl]-cyclopentanecarboxylate), CC1=CC2=C(N=C(O2)S(=O)(=O)C)C=C1 (6-methyl-2-(methylsulfonyl)-1,3-benzoxazole). The solvent is ClC(C)Cl (dichloroethane). Conditions: temperature 85 celsius. The product is FC=1C=C(C=CC1NC=1OC2=C(N1)C=CC(=C2)C)C2=CC=C(C=C2)C(=O)[C@H]2[C@@H](CCC2)C(=O)OC (methyl (1R,2R)-2-({3′-fluoro-4′-[(6-methyl-1,3-benzoxazol-2-yl)amino]-1,1′-biphenyl-4-yl}carbonyl)-cyclopentanecarboxylate). The yield is 42.7%. As a reaction SMILES: [NH2:1][C:2]1[CH:7]=[CH:6][C:5]([C:8]2[CH:13]=[CH:12][C:11]([C:14]([C@@H:16]3[CH2:20][CH2:19][CH2:18][C@H:17]3[C:21]([O:23][CH3:24])=[O:22])=[O:15])=[CH:10][CH:9]=2)=[CH:4][C:3]=1[F:25].[CH3:26][C:27]1[CH:39]=[CH:38][C:30]2[N:31]=[C:32](S(C)(=O)=O)[O:33][C:29]=2[CH:28]=1>ClC(Cl)C>[F:25][C:3]1[CH:4]=[C:5]([C:8]2[CH:9]=[CH:10][C:11]([C:14]([C@@H:16]3[CH2:20][CH2:19][CH2:18][C@H:17]3[C:21]([O:23][CH3:24])=[O:22])=[O:15])=[CH:12][CH:13]=2)[CH:6]=[CH:7][C:2]=1[NH:1][C:32]1[O:33][C:29]2[CH:28]=[C:27]([CH3:26])[CH:39]=[CH:38][C:30]=2[N:31]=1. Reported procedure: To a solution of methyl (1R,2R)-2-[(4′-amino-3′-fluoro-1,1′-biphenyl-4-yl)carbonyl]-cyclopentanecarboxylate (800 mg, 2.34 mmol, 78% ee) in dichloroethane (15 mL), 6-methyl-2-(methylsulfonyl)-1,3-benzoxazole (891 mg, 4.22 mmol) was added, and the mixture was heated at 85° C. overnight. The solvent was removed by rotary evaporation, and the residue was purified by using a Biotage QuadUV flash chromatography system (eluant: 80:20 hexane/EtOAc) to give methyl (1R,2R)-2-({3′-fluoro-4′-[(6-methyl-1,3-... Starting materials: C1(=CC=CC=C1)CC(=O)OC (methyl phenylacetate), CN(C)P(=O)(N(C)C)N(C)C (HMPA), CI (methyl iodide), C(CCC)[Li] (n-butyl lithium), CCCCCC (hexane), C(C)(C)NC(C)C (diisopropylamine). Solvent: [Cl-].[NH4+] (ammonium chloride), O (water), C1CCOC1 (THF), C1CCOC1 (THF), C1CCOC1 (THF). Conditions: temperature -20 celsius, time 30 minute. Product: C1(=CC=CC=C1)C(C(=O)OC)C (methyl 2-phenylpropionate). Isolated yield 86.1%. RXN SMILES: C([Li])CCC.[CH3:6][CH2:7][CH2:8][CH2:9][CH2:10][CH3:11].C(NC(C)C)(C)C.[C:19]1([CH2:25][C:26]([O:28][CH3:29])=[O:27])C=CC=CC=1.CN(P(N(C)C)(N(C)C)=O)C.CI>C1COCC1.[Cl-].[NH4+].O>[C:8]1([CH:25]([CH3:19])[C:26]([O:28][CH3:29])=[O:27])[CH:7]=[CH:6][CH:11]=[CH:10][CH:9]=1 |f:7.8|. Procedure details: A solution of n-butyl lithium in hexane (1.44N, 75 ml, 108 mmol) was added to a solution of diisopropylamine (11.3 g, 112 mmol) in anhydrous THF (200 ml) cooled at -20° C. under argon atmosphere, and the mixture was stirred for 30 minutes. The reaction mixture was cooled to -78° C. To this solution were added a solution of methyl phenylacetate (12.0 g, 80.0 mmol) in 15 ml of anhydrous THF and HMPA (20.6 g, 115 mmol). The mixture was stirred at -78° C. for 1 hour and then at -30° C. for 30 minute... Starting materials: CCO, CC(Oc1c([N+](=O)[O-])ncc2c(-c3cnn(C4CCN(C(=O)OC(C)(C)C)CC4)c3)coc12)c1c(Cl)c(F)cc(F)c1Cl, Cl, [Fe]. Yields the product CC(Oc1c(N)ncc2c(-c3cnn(C4CCN(C(=O)OC(C)(C)C)CC4)c3)coc12)c1c(Cl)c(F)cc(F)c1Cl. RXN SMILES: [CH3:46][CH2:47][OH:48].[Cl:1][c:2]1[c:3]([CH:11]([CH3:12])[O:13][c:14]2[c:15]3[c:16]([cH:17][n:18][c:19]2[N+:20]([O-:21])=[O:22])[c:23](-[c:26]2[cH:27][n:28][n:29]([CH:31]4[CH2:32][CH2:33][N:34]([C:37](=[O:38])[O:39][C:40]([CH3:41])([CH3:42])[CH3:43])[CH2:35][CH2:36]4)[cH:30]2)[cH:24][o:25]3)[c:4]([Cl:10])[c:5]([F:9])[cH:6][c:7]1[F:8].[ClH:44].[Fe:45]>>[Cl:1][c:2]1[c:3]([CH:11]([CH3:12])[O:13][c:14]2[c:15]3[c:16]([cH:17][n:18][c:19]2[NH2:20])[c:23](-[c:26]2[cH:27][n:28][n:29]([CH:31]4[CH2:32][CH2:33][N:34]([C:37](=[O:38])[O:39][C:40]([CH3:41])([CH3:42])[CH3:43])[CH2:35][CH2:36]4)[cH:30]2)[cH:24][o:25]3)[c:4]([Cl:10])[c:5]([F:9])[cH:6][c:7]1[F:8]. Starting materials: C(C)OC(CCCOC1=C(C(=CC=C1)CCCCCCOC1=CC(=CC(=C1)Br)C(C)=O)CCC(=O)OCC)=O (4-[3-[6-(3-acetyl-5-bromo-phenoxy)-hexyl]-2-(2-ethoxycarbonyl-ethyl)-phenoxy]-butyric acid ethyl ester), C1(=CC=CC=C1)B(O)O (phenylboronic acid), C([O-])([O-])=O.[Cs+].[Cs+] (cesium carbonate). Reagents/catalysts: C1=CC=C(C=C1)P([C-]2C=CC=C2)C3=CC=CC=C3.C1=CC=C(C=C1)P([C-]2C=CC=C2)C3=CC=CC=C3.Cl[Pd]Cl.[Fe+2] ([1,1′-bis(diphenylphosphino)ferrocene]dichloropalladium(II)). The product is C(C)OC(CCCOC1=C(C(=CC=C1)CCCCCCOC=1C=C(C=C(C1)C(C)=O)C1=CC=CC=C1)CCC(=O)OCC)=O (4-[3-[6-(5-acetyl-biphenyl-3-yloxy)-hexyl]-2-(2-ethoxycarbonyl-ethyl)-phenoxy]-butyric acid ethyl ester). Yield: 95.6%. RXN SMILES: [CH2:1]([O:3][C:4](=[O:39])[CH2:5][CH2:6][CH2:7][O:8][C:9]1[CH:14]=[CH:13][CH:12]=[C:11]([CH2:15][CH2:16][CH2:17][CH2:18][CH2:19][CH2:20][O:21][C:22]2[CH:27]=[C:26](Br)[CH:25]=[C:24]([C:29](=[O:31])[CH3:30])[CH:23]=2)[C:10]=1[CH2:32][CH2:33][C:34]([O:36][CH2:37][CH3:38])=[O:35])[CH3:2].[C:40]1(B(O)O)[CH:45]=[CH:44][CH:43]=[CH:42][CH:41]=1.C(=O)([O-])[O-].[Cs+].[Cs+]>C1C=CC(P(C2C=CC=CC=2)[C-]2C=CC=C2)=CC=1.C1C=CC(P(C2C=CC=CC=2)[C-]2C=CC=C2)=CC=1.Cl[Pd]Cl.[Fe+2]>[CH2:1]([O:3][C:4](=[O:39])[CH2:5][CH2:6][CH2:7][O:8][C:9]1[CH:14]=[CH:13][CH:12]=[C:11]([CH2:15][CH2:16][CH2:17][CH2:18][CH2:19][CH2:20][O:21][C:22]2[CH:27]=[C:26]([C:40]3[CH:45]=[CH:44][CH:43]=[CH:42][CH:41]=3)[CH:25]=[C:24]([C:29](=[O:31])[CH3:30])[CH:23]=2)[C:10]=1[CH2:32][CH2:33][C:34]([O:36][CH2:37][CH3:38])=[O:35])[CH3:2] |f:2.3.4,5.6.7.8|. Procedure: A similar procedure as described in Example 43, step 4 was used, starting from 4-[3-[6-(3-acetyl-5-bromo-phenoxy)-hexyl]-2-(2-ethoxycarbonyl-ethyl)-phenoxy]-butyric acid ethyl ester (303 mg, 0.5 mmol), phenylboronic acid (122 mg, 1.0 mmol), [1,1′-bis(diphenylphosphino)ferrocene]dichloropalladium(II) (73 mg, 0.1 mmol), and cesium carbonate (326 mg, 1.0 mmol) to obtain 4-[3-[6-(5-acetyl-biphenyl-3-yloxy)-hexyl]-2-(2-ethoxycarbonyl-ethyl)-phenoxy]-butyric acid ethyl ester (288 mg, 96%) as a colorle... The reactants are ICCOCCOCCP(OCC)(OCC)=O (diethyl 2-(2-(2-iodoethoxyl)ethoxy)ethylphosphonate), C(Cl)Cl (DCM), NC1=NC2=C(C=3C=C(C=NC13)CCC1=C(C=C(C=C1)O)C)C=CC(=C2)CCC(=O)OCC (ethyl 3-(5-amino-2-(4-hydroxy-2-methylphenethyl)benzo[f][1,7]naphthyridin-8-yl)propanoate), C([O-])([O-])=O.[Cs+].[Cs+] (cesium carbonate). Run in CN(C)C=O (DMF), CN(C)C=O (DMF). Conditions: temperature 60 celsius. Yields the product NC1=NC2=C(C=3C=C(C=NC13)CCC1=C(C=C(C=C1)OCCOCCOCCP(=O)(OCC)OCC)C)C=CC(=C2)CCC(=O)OCC (ethyl 3-(5-amino-2-{2-[4-(2-{2-[2-(diethoxyphosphoryl)ethoxyl]ethoxy}ethoxy)-2-methylphenyl]ethyl}benzo[f]1,7-naphthyridin-8-yl)propanoate). RXN SMILES: [NH2:1][C:2]1[C:11]2[N:10]=[CH:9][C:8]([CH2:12][CH2:13][C:14]3[CH:19]=[CH:18][C:17]([OH:20])=[CH:16][C:15]=3[CH3:21])=[CH:7][C:6]=2[C:5]2[CH:22]=[CH:23][C:24]([CH2:26][CH2:27][C:28]([O:30][CH2:31][CH3:32])=[O:29])=[CH:25][C:4]=2[N:3]=1.I[CH2:34][CH2:35][O:36][CH2:37][CH2:38][O:39][CH2:40][CH2:41][P:42](=[O:49])([O:46][CH2:47][CH3:48])[O:43][CH2:44][CH3:45].C(=O)([O-])[O-].[Cs+].[Cs+].C(Cl)Cl>CN(C=O)C>[NH2:1][C:2]1[C:11]2[N:10]=[CH:9][C:8]([CH2:12][CH2:13][C:14]3[CH:19]=[CH:18][C:17]([O:20][CH2:34][CH2:35][O:36][CH2:37][CH2:38][O:39][CH2:40][CH2:41][P:42]([O:46][CH2:47][CH3:48])([O:43][CH2:44][CH3:45])=[O:49])=[CH:16][C:15]=3[CH3:21])=[CH:7][C:6]=2[C:5]2[CH:22]=[CH:23][C:24]([CH2:26][CH2:27][C:28]([O:30][CH2:31][CH3:32])=[O:29])=[CH:25][C:4]=2[N:3]=1 |f:2.3.4|. Reported procedure: To a solution of ethyl 3-(5-amino-2-(4-hydroxy-2-methylphenethyl)benzo[f][1,7]naphthyridin-8-yl)propanoate (13) (1.0 equiv.) dissolved in DMF (0.14M) was added a solution of diethyl 2-(2-(2-iodoethoxyl)ethoxy)ethylphosphonate (14): from step 11 above (1.3 equiv.) in DMF (0.7M) and cesium carbonate (4 equiv.). The reaction was stirred at 60° C. After 1.5 hours (or until reaction is complete by LCMS), DCM (2 volume equivalent) was added to the reaction. The solids (inorganic) were filtered, and th... Starting materials: ClC1=C(C(=O)O)C=CC=C1C(C)(C)C#N (2-chloro-3-(1-cyano-1-methylethyl)benzoic acid), NC=1C=C(OC2=CC=C3C(=N2)SC(=N3)NC(=O)C3CC3)C=CC1F (N-[5-(3-amino-4-fluorophenoxy)[1,3]thiazolo[5,4-b]pyridin-2-yl]cyclopropanecarboxamide), O (water), CN(C=O)C (N,N-dimethylformamide). The solvent is CN(C(C)=O)C (N,N-dimethylacetamide), C(C(=O)Cl)(=O)Cl (oxalyl chloride). Reaction conditions: time 30 minute. The product is ClC1=C(C(=O)NC2=C(C=CC(=C2)OC2=CC=C3C(=N2)SC(=N3)NC(=O)C3CC3)F)C=CC=C1C(C)(C)C#N (2-chloro-3-(1-cyano-1-methylethyl)-N-[5-({2-[(cyclopropylcarbonyl)amino][1,3]thiazolo[5,4-b]pyridin-5-yl}oxy)-2-fluorophenyl]benzamide). Yield: 78.2%. RXN SMILES: [Cl:1][C:2]1[C:10]([C:11]([C:14]#[N:15])([CH3:13])[CH3:12])=[CH:9][CH:8]=[CH:7][C:3]=1[C:4]([OH:6])=O.CN(C)C=O.[NH2:21][C:22]1[CH:23]=[C:24]([CH:41]=[CH:42][C:43]=1[F:44])[O:25][C:26]1[N:31]=[C:30]2[S:32][C:33]([NH:35][C:36]([CH:38]3[CH2:40][CH2:39]3)=[O:37])=[N:34][C:29]2=[CH:28][CH:27]=1.O>C(Cl)(=O)C(Cl)=O.CN(C)C(=O)C>[Cl:1][C:2]1[C:10]([C:11]([C:14]#[N:15])([CH3:13])[CH3:12])=[CH:9][CH:8]=[CH:7][C:3]=1[C:4]([NH:21][C:22]1[CH:23]=[C:24]([O:25][C:26]2[N:31]=[C:30]3[S:32][C:33]([NH:35][C:36]([CH:38]4[CH2:40][CH2:39]4)=[O:37])=[N:34][C:29]3=[CH:28][CH:27]=2)[CH:41]=[CH:42][C:43]=1[F:44])=[O:6]. Procedure: To a solution of 2-chloro-3-(1-cyano-1-methylethyl)benzoic acid (0.33 g, 1.5 mmol) produced in Example C61(v) in oxalyl chloride (1.5 mL) was added N,N-dimethylformamide (100 μL), and the mixture was stirred at room temperature for 30 min, and concentrated to dryness under reduced pressure. This was dissolved in a mixture of N,N-dimethylacetamide (1.5 mL) and tetrahydrofuran (1.5 mL), and the solution was added dropwise to a solution of N-[5-(3-amino-4-fluorophenoxy)[1,3]thiazolo[5,4-b]pyridin-2... Reactants: CC1=C(C(=CC=C1)C)O (2,6-dimethylphenol), CC=1C=C(C=O)C=C(C1O)C (3,5-dimethyl-4-hydroxybenzaldehyde), C(C)O (ethanol), [C-]#N.[K+] (potassium cyanide). Solvent: S(O)(O)(=O)=O (sulfuric acid), O (water). Conditions: time 1 hour. Yields the product OC1=C(C=C(C=C1C)C(C#N)C1=CC(=C(C(=C1)C)O)C)C (Bis-(4-hydroxy-3,5-dimethylphenyl)acetonitrile). The yield is 62.0%. As a reaction SMILES: [CH3:1][C:2]1[CH:3]=[C:4]([CH:7]=[C:8]([CH3:11])[C:9]=1[OH:10])[CH:5]=O.C(O)C.[C-:15]#[N:16].[K+].[CH3:18][C:19]1[CH:24]=[CH:23][CH:22]=[C:21]([CH3:25])[C:20]=1[OH:26]>S(=O)(=O)(O)O.O>[OH:10][C:9]1[C:2]([CH3:1])=[CH:3][C:4]([CH:5]([C:23]2[CH:22]=[C:21]([CH3:25])[C:20]([OH:26])=[C:19]([CH3:18])[CH:24]=2)[C:15]#[N:16])=[CH:7][C:8]=1[CH3:11] |f:2.3|. Procedure details: Five grams of 3,5-dimethyl-4-hydroxybenzaldehyde is suspended with stirring in 20 ml of 50% by volume aqueous ethanol. 2.6 gm of potassium cyanide is added in one addition. After one hour, a freshly prepared solution of 6 gm 2,6-dimethylphenol in 10 ml of concentrated sulfuric acid is added slowly over a period of about one minute. An exothermic reaction takes place. After stirring for one hour, the mixture is poured into 100 ml of water. A brown solid containing the named product is filtered of... The reactants are Cl.NO (hydroxylamine.hydrochloride), [OH-].[Na+] (NaOH), C(=O)=O (CO2), COC1=C(C=C(C=O)C=C1)C (4-methoxy-3-methylbenzaldehyde). Solvent: O (H2O), O (H2O). Run at time 30 minute. The product is COC1=C(C=C(C=NO)C=C1)C (4-Methoxy-3-methylbenzaldoxime). Yield: 93.5%. Reaction SMILES: Cl.[NH2:2][OH:3].[OH-].[Na+].[CH3:6][O:7][C:8]1[CH:15]=[CH:14][C:11]([CH:12]=O)=[CH:10][C:9]=1[CH3:16].C(=O)=O>O>[CH3:6][O:7][C:8]1[CH:15]=[CH:14][C:11]([CH:12]=[N:2][OH:3])=[CH:10][C:9]=1[CH3:16] |f:0.1,2.3|. Reported procedure: A cold solution of hydroxylamine.hydrochloride 15 g, 0.22 mol) in H2O (50 ml) was mixed with a cold solution of NaOH (20 g, 0.5 mol) in H2O (150 ml) and then 4-methoxy-3-methylbenzaldehyde (30 g, 0.2 mol) was added in a steady stream. After stirring at room temperature for 30 minutes, the solution was saturated with CO2. The separated solid was collected, washed with H2O, and dried to yield 30.9 g (94%) of 20; m.p. 70°-2° C.